This data is from the Open Reaction Database (ORD), a public repository of structured organic reaction records. The task is: describe an organic reaction: reactants, conditions, products, and yield Reactants: C(C1=CC=CC=C1)OCCC[C@H]1CN(CC1)C=1C=NC=C(C1)OC[C@H]1N(CCC1)C(=O)OC(C)(C)C (3-[3(R)-[3-(benzyloxy)propyl]-1-pyrrolidinyl]-5-[[1-(tert-butoxycarbonyl)-2(S)-pyrrolidinyl]methoxy]pyridine). The reagents and catalysts are [Pd] (palladium on carbon). Solvent: CO.C(Cl)(Cl)Cl (methanol CHCl3). Run at temperature 70 celsius, time 16 hour. The product is N1[C@@H](CCC1)COC=1C=C(C=NC1)N1C[C@H](CC1)CCCO (3-[1-[5-[(2(S)-Pyrrolidinyl)methoxy]-3-pyridyl]-3(S)-pyrrolidinyl]-1-propanol). Isolated yield 81.0%. As a reaction SMILES: C([O:8][CH2:9][CH2:10][CH2:11][C@@H:12]1[CH2:16][CH2:15][N:14]([C:17]2[CH:18]=[N:19][CH:20]=[C:21]([O:23][CH2:24][C@@H:25]3[CH2:29][CH2:28][CH2:27][N:26]3C(OC(C)(C)C)=O)[CH:22]=2)[CH2:13]1)C1C=CC=CC=1>[Pd].CO.C(Cl)(Cl)Cl>[NH:26]1[CH2:27][CH2:28][CH2:29][C@H:25]1[CH2:24][O:23][C:21]1[CH:22]=[C:17]([N:14]2[CH2:15][CH2:16][C@H:12]([CH2:11][CH2:10][CH2:9][OH:8])[CH2:13]2)[CH:18]=[N:19][CH:20]=1 |f:2.3|. Procedure details: In a 100 mL round-bottom flask with reflux condenser, 10% palladium on carbon (100 mg) was added to a solution of 3-[3(R)-[3-(benzyloxy)propyl]-1-pyrrolidinyl]-5-[[1-(tert-butoxycarbonyl)-2(S)-pyrrolidinyl]methoxy]pyridine (500 mg, 1.01 mmol) in a mixed solvent of methanol/CHCl3 (40/5 mL). The reaction mixture was deoxygenated under vacuum, then H2 was admitted from a balloon placed above the condenser. The process was repeated three times, and the reaction mixture was stirred for 16 h at 70° C.... Starting materials: CC(=O)C1=CC=C(C=C1)I (4-iodoacetophenone), C(=C)[Sn](CCCC)(CCCC)CCCC (vinyltributyltin), CCOC(=O)C (EtOAc). Reagents/catalysts: C=1C=CC(=CC1)/C=C/C(=O)/C=C/C2=CC=CC=C2.C=1C=CC(=CC1)/C=C/C(=O)/C=C/C2=CC=CC=C2.C=1C=CC(=CC1)/C=C/C(=O)/C=C/C2=CC=CC=C2.[Pd].[Pd] (Pd2(dba)3), [Cu]I (CuI), O1C(=CC=C1)P(C=1OC=CC1)C=1OC=CC1 (P(2-furyl)3). Run in CN(C)C=O (DMF). The product is C(=C)C1=CC=C(C=C1)C(C)=O (1-(4-Vinyl-phenyl)-ethanone). Yield: 101.8%. Reaction SMILES: [CH3:1][C:2]([C:4]1[CH:9]=[CH:8][C:7](I)=[CH:6][CH:5]=1)=[O:3].[CH:11]([Sn](CCCC)(CCCC)CCCC)=[CH2:12].CCOC(C)=O>CN(C=O)C.C1C=CC(/C=C/C(/C=C/C2C=CC=CC=2)=O)=CC=1.C1C=CC(/C=C/C(/C=C/C2C=CC=CC=2)=O)=CC=1.C1C=CC(/C=C/C(/C=C/C2C=CC=CC=2)=O)=CC=1.[Pd].[Pd].[Cu]I.O1C=CC=C1P(C1OC=CC=1)C1OC=CC=1>[CH:11]([C:7]1[CH:8]=[CH:9][C:4]([C:2](=[O:3])[CH3:1])=[CH:5][CH:6]=1)=[CH2:12] |f:4.5.6.7.8|. Reported procedure: To a stirred mixture of 4-iodoacetophenone (1.0 g, 4.1 mmol), Pd2(dba)3 (186 mg, 0.2 mmol), P(2-furyl)3 (94 mg, 0.4 mmol), and CuI (77 mg, 0.4 mmol) in 20 mL of anhydrous DMF under N2 atmosphere was added vinyltributyltin (1.43 mL, 4.9 mmol) via syringe. An exothermic reaction was observed. After stirred for over night at r.t., the reaction mixture was poured into EtOAc (20 mL), washed with sat. aq. CsF solution, and brine. The organic layer was dried over Na2SO4, evaporated. The titled compound... Reactants: CO, Cc1ccc(C)c(O)c1C, [NH4+], N#C[S-]. Yields the product Cc1cc(SC#N)c(C)c(C)c1O. As a reaction SMILES: [CH3:15][OH:16].[CH3:1][c:2]1[c:3]([OH:10])[c:4]([CH3:9])[cH:5][cH:6][c:7]1[CH3:8].[NH4+:14].[S-:11][C:12]#[N:13]>>[CH3:1][c:2]1[c:3]([OH:10])[c:4]([CH3:9])[cH:5][c:6]([S:11][C:12]#[N:13])[c:7]1[CH3:8]. Starting materials: N1(CCCC1)CC(=O)OCC (ethyl 1-pyrrolidineacetate), [H-].[Na+] (sodium hydride), CN(C)CCO (2-(N,N-dimethylamino)ethanol). Conditions: temperature 150 celsius. Yields the product N1(CCCC1)CC(=O)OCCN(C)C (2-(N,N-dimethylamino)-ethyl 1-pyrrolidineacetate). As a reaction SMILES: [N:1]1([CH2:6][C:7]([O:9][CH2:10][CH3:11])=[O:8])[CH2:5][CH2:4][CH2:3][CH2:2]1.[H-].[Na+].[CH3:14][N:15](CCO)[CH3:16]>>[N:1]1([CH2:6][C:7]([O:9][CH2:10][CH2:11][N:15]([CH3:16])[CH3:14])=[O:8])[CH2:5][CH2:4][CH2:3][CH2:2]1 |f:1.2|. Procedure: To a mixture of 80 g (0.51 mol) of ethyl 1-pyrrolidineacetate and 0.5 g of sodium hydride (in the form of a 60% by weight suspension in mineral oil) was added 48 g (0.54 mol) of 2-(N,N-dimethylamino)ethanol. The mixture was purged with nitrogen gas, heated gradually and then maintained at about 150° C. while collecting the ethanol by-product in a Dean-Stark trap. The liquid reaction product was distilled at 85° C. at a pressure of 100 μmHg to provide 2-(N,N-dimethylamino)-ethyl 1-pyrrolidineacet... The reactants are C(=O)C1=CC(=C(OC2=NC=C(C(=O)N)C=C2)C=C1)OC (6-(4-formyl-2-methoxyphenoxy)nicotinamide), CC(CCCN)C (4-methylpentylamine), [BH4-].[Na+] (NaBH4). The solvent is CO (methanol). Reaction conditions: time 8 hour. Yields the product COC1=C(OC2=NC=C(C(=O)N)C=C2)C=CC(=C1)CNCCCC(C)C (6-{2-methoxy-4-[(4-methylpentylamino)methyl]phenoxy}nicotinamide). Yield: 99.9%. As a reaction SMILES: [CH:1]([C:3]1[CH:18]=[CH:17][C:6]([O:7][C:8]2[CH:16]=[CH:15][C:11]([C:12]([NH2:14])=[O:13])=[CH:10][N:9]=2)=[C:5]([O:19][CH3:20])[CH:4]=1)=O.[CH3:21][CH:22]([CH3:27])[CH2:23][CH2:24][CH2:25][NH2:26].[BH4-].[Na+]>CO>[CH3:20][O:19][C:5]1[CH:4]=[C:3]([CH2:1][NH:26][CH2:25][CH2:24][CH2:23][CH:22]([CH3:27])[CH3:21])[CH:18]=[CH:17][C:6]=1[O:7][C:8]1[CH:16]=[CH:15][C:11]([C:12]([NH2:14])=[O:13])=[CH:10][N:9]=1 |f:2.3|. Procedure: Place 6-(4-formyl-2-methoxyphenoxy)nicotinamide (Example 414, Part B) (0.100 g, 0.367 mmol), 4-methylpentylamine (Part A, 0.0409 g, 0.404 mmol) and 3 Å molecular sieves in a vial. Add methanol (3.6 mL), cap and stir overnight. Add NaBH4 (in excess over two portions) and stir until the gasses stop evolving. Load the reaction mixture directly onto a 5 g ISCO® pre-load column. Dry the column in a vacuum oven at room temperature. Purify by eluting through a 10 g ISCO® column with (2.0 M NH3 in metha... Starting materials: BrC1=CC(=C(C2=CC=CC=C12)OC)[N+](=O)[O-] (4-bromo-1-methoxy-2-nitronaphthalene), COC1=C(CN)C=CC(=C1)OC (2,4-dimethoxybenzylamine). Run in O1CCCC1 (tetrahydrofuran), O1CCCC1 (tetrahydrofuran). Reaction conditions: time 8 hour. Yields the product BrC1=CC(=C(C2=CC=CC=C12)NCC1=C(C=C(C=C1)OC)OC)[N+](=O)[O-] (4-Bromo-1-(2,4-dimethoxybenzylamino)-2-nitronaphthalene). Yield: 78.6%. Reaction SMILES: [Br:1][C:2]1[C:11]2[C:6](=[CH:7][CH:8]=[CH:9][CH:10]=2)[C:5](OC)=[C:4]([N+:14]([O-:16])=[O:15])[CH:3]=1.[CH3:17][O:18][C:19]1[CH:26]=[C:25]([O:27][CH3:28])[CH:24]=[CH:23][C:20]=1[CH2:21][NH2:22]>O1CCCC1>[Br:1][C:2]1[C:11]2[C:6](=[CH:7][CH:8]=[CH:9][CH:10]=2)[C:5]([NH:22][CH2:21][C:20]2[CH:23]=[CH:24][C:25]([O:27][CH3:28])=[CH:26][C:19]=2[O:18][CH3:17])=[C:4]([N+:14]([O-:16])=[O:15])[CH:3]=1. Reported procedure: To a solution of 4-bromo-1-methoxy-2-nitronaphthalene (3,5 g, 12.5 mmol) in dry tetrahydrofuran (15 ml) was dropwise added 2,4-dimethoxybenzylamine (8,5 g, 41,6 mmol) in dry tetrahydrofuran (15 ml). The mixture was stirred at room temperature overnight and evaporated to dryness. The residue was submitted to flash chromatography (SiO2) eluting with toluene/ethyl acetate (1:1). The product was taken up in ethyl acetate and precipitated with light petroleum to give 4.1 g (78%) of the title compound...